From a dataset of the Open Reaction Database (ORD), a public repository of structured organic reaction records. describe an organic reaction: reactants, conditions, products, and yield The reactants are NC1=C(SC=C1C1=CC=CC=C1)C(=O)NC1=CC=C(C=C1)OC (3-Amino-N-(4-methoxyphenyl)-4-phenylthiophene-2-carboxamide), C(C)OCC (diethyl ether), C(C)(OCC)(OCC)OCC (triethyl orthoacetate), C(C)(=O)O (acetic acid). The solvent is CCOC(=O)C (EtOAc). Reaction conditions: time 18 hour. The product is COC1=CC=C(C=C1)N1C(=NC2=C(C1=O)SC=C2C2=CC=CC=C2)C (3-(4-Methoxyphenyl)-2-methyl-7-phenylthieno[3,2-d]pyrimidin-4(3H)-one). Yield: 21.0%. RXN SMILES: [NH2:1][C:2]1[C:6]([C:7]2[CH:12]=[CH:11][CH:10]=[CH:9][CH:8]=2)=[CH:5][S:4][C:3]=1[C:13]([NH:15][C:16]1[CH:21]=[CH:20][C:19]([O:22][CH3:23])=[CH:18][CH:17]=1)=[O:14].[C:24](OCC)(OCC)(OCC)[CH3:25].C(O)(=O)C.C(OCC)C>CCOC(C)=O>[CH3:23][O:22][C:19]1[CH:18]=[CH:17][C:16]([N:15]2[C:13](=[O:14])[C:3]3[S:4][CH:5]=[C:6]([C:7]4[CH:8]=[CH:9][CH:10]=[CH:11][CH:12]=4)[C:2]=3[N:1]=[C:24]2[CH3:25])=[CH:21][CH:20]=1. Reported procedure: 3-Amino-N-(4-methoxyphenyl)-4-phenylthiophene-2-carboxamide (57 mg, 0.18 mmol), triethyl orthoacetate (1 ml), and acetic acid (0.1 ml) were placed in a pressure bottle. The mixture was heated with stiffing at 160° C. for 18 hr. After the completion of the reaction was confirmed by TLC, the reaction mixture was cooled to room temperature and solidified with diethyl ether and EtOAc to give 13 mg (0.037 mmol, 21% yield) of the title compound. Yields the product COC(=O)C1CSCC1=NO (4-hydroxyimino-tetrahydro-thiophene-3-carboxylic acid methyl ester). Procedure: Compounds of structure (II) were prepared by using 4-amino-thiophene-3-carboxylic acid methyl ester, as depicted by formula (21), as a starting material. To make this compound, methyl thioglycolate was reacted with methyl acrylate to yield intermediate 3-methoxycarbonylmethylsulfanyl-propionic acid methyl ester, depicted by formula (18), which was cyclized to 4-oxo-tetrahydro-thiophene-3-carboxylic acid methyl ester, depicted by formula (19). This intermediate was reacted with hydroxylamine hydr... Starting materials: ( 18 ), Cl.NO (hydroxylamine hydrochloride), COC(=O)C1CSCC1=O (4-oxo-tetrahydro-thiophene-3-carboxylic acid methyl ester), ( 19 ). Reaction SMILES: [CH3:1][O:2][C:3]([CH:5]1[C:9](=O)[CH2:8][S:7][CH2:6]1)=[O:4].Cl.[NH2:12][OH:13]>>[CH3:1][O:2][C:3]([CH:5]1[C:9](=[N:12][OH:13])[CH2:8][S:7][CH2:6]1)=[O:4] |f:1.2|. Reported procedure: To a solution of 2-bromo-4-[5-(3,5-dichloro-phenyl)-5-trifluoromethyl-4,5-dihydro-isoxazol-3-yl]-benzoic acid methyl ester (Example I13) (2.52 g) in dry N,N-dimethylformamide (75 ml) was added copper(I) cyanide (1.145 g). The reaction mixture was stirred at 160° C. for 40 minutes. The reaction mixture was allowed to cool to ambient temperature and was poured into a mixture of aqueous sodium carbonate (saturated) and water (1:2) (150 ml). The mixture was extracted with ethyl acetate (3×70 ml). Th... Run at temperature 160 celsius, time 40 minute. Starting materials: COC(C1=C(C=C(C=C1)C1=NOC(C1)(C(F)(F)F)C1=CC(=CC(=C1)Cl)Cl)Br)=O (2-bromo-4-[5-(3,5-dichloro-phenyl)-5-trifluoromethyl-4,5-dihydro-isoxazol-3-yl]-benzoic acid methyl ester), [Cu]C#N (copper(I) cyanide), C([O-])([O-])=O.[Na+].[Na+] (sodium carbonate), O (water). Solvent: CN(C=O)C (N,N-dimethylformamide). Reaction SMILES: [CH3:1][O:2][C:3](=[O:28])[C:4]1[CH:9]=[CH:8][C:7]([C:10]2[CH2:14][C:13]([C:19]3[CH:24]=[C:23]([Cl:25])[CH:22]=[C:21]([Cl:26])[CH:20]=3)([C:15]([F:18])([F:17])[F:16])[O:12][N:11]=2)=[CH:6][C:5]=1Br.[Cu][C:30]#[N:31].[C:32](=O)([O-])[O-].[Na+].[Na+].O>CN(C)C=O>[CH3:1][O:2][C:3](=[O:28])[C:4]1[CH:9]=[CH:8][C:7]([C:10]2[CH2:14][C:13]([C:19]3[CH:24]=[C:23]([Cl:25])[CH:22]=[C:21]([Cl:26])[CH:20]=3)([C:15]([F:18])([F:17])[F:16])[O:12][N:11]=2)=[C:6]([CH3:32])[C:5]=1[C:30]#[N:31] |f:2.3.4|. The product is COC(C1=C(C(=C(C=C1)C1=NOC(C1)(C(F)(F)F)C1=CC(=CC(=C1)Cl)Cl)C)C#N)=O (methyl 2-cyano-4-[5-(3,5-dichloro-phenyl)-5-trifluoromethyl-4,5-dihydro-isoxazol-3-yl]-benzoic acid methyl ester). The reactants are N1C=NC(=C1)C1CC(C2=C(C(=C(C=C12)OC)C)C)=O (3-(1H-Imidazol-4-yl)-5-methoxy-6,7-dimethylindan-1-one), [BH4-].[Na+] (sodium borohydride). Run in C(C)O (ethanol). Reaction conditions: temperature 37.5 celsius, time 7 hour. Product: N1C=NC(=C1)C1CC(C2=C(C(=C(C=C12)OC)C)C)O (3-(1H-Imidazol-4-yl)-5-methoxy-6,7-dimethylindan-1-ol). RXN SMILES: [NH:1]1[CH:5]=[C:4]([CH:6]2[C:14]3[C:9](=[C:10]([CH3:18])[C:11]([CH3:17])=[C:12]([O:15][CH3:16])[CH:13]=3)[C:8](=[O:19])[CH2:7]2)[N:3]=[CH:2]1.[BH4-].[Na+]>C(O)C>[NH:1]1[CH:5]=[C:4]([CH:6]2[C:14]3[C:9](=[C:10]([CH3:18])[C:11]([CH3:17])=[C:12]([O:15][CH3:16])[CH:13]=3)[CH:8]([OH:19])[CH2:7]2)[N:3]=[CH:2]1 |f:1.2|. Reported procedure: 3-(1H-Imidazol-4-yl)-5-methoxy-6,7-dimethylindan-1-one (0.53 g) is dissolved in ethanol (30 ml) and 0.3 g of sodium borohydride is added. The mixture is stirred at 35-40° C. for 7 hours. About 20 ml of ethanol is then distilled off and 30 ml of water is added. The solution is extracted with ethyl acetate. The combined ethyl acetate extracts are washed with water, dried with sodium sulfate, and evaporated under reduced pressure. The product is the mixture of cis- and trans-isomers (about 85:15). ... The reactants are ClC1=C(C(=CC(=C1)Cl)Cl)N1NC(=C2C1=NC(=NC2=O)CC2=CC=C(C=C2)N)CC (1-(2,4,6-trichlorophenyl)-3-ethyl-6-(4-aminobenzyl)pyrazolo[3,4-d]pyrimidin-4-one), Cl (HCl), CS(=O)(=O)Cl (methanesulfonyl chloride). The solvent is ether-CH2Cl2, N1=CC=CC=C1 (pyridine). Run at time 39 hour. The product is ClC1=C(C(=CC(=C1)Cl)Cl)N1NC(=C2C1=NC(=NC2=O)CC2=CC=C(C=C2)NS(=O)(=O)C)CC (1-(2,4,6-trichlorophenyl)-3-ethyl-6-(4-methanesulfonylaminobenzyl)pyrazolo[3,4-d]pyrimidin-4-one). The yield is 98.7%. Reaction SMILES: [Cl:1][C:2]1[CH:7]=[C:6]([Cl:8])[CH:5]=[C:4]([Cl:9])[C:3]=1[N:10]1[C:14]2=[N:15][C:16]([CH2:20][C:21]3[CH:26]=[CH:25][C:24]([NH2:27])=[CH:23][CH:22]=3)=[N:17][C:18](=[O:19])[C:13]2=[C:12]([CH2:28][CH3:29])[NH:11]1.[CH3:30][S:31](Cl)(=[O:33])=[O:32].Cl>N1C=CC=CC=1>[Cl:1][C:2]1[CH:7]=[C:6]([Cl:8])[CH:5]=[C:4]([Cl:9])[C:3]=1[N:10]1[C:14]2=[N:15][C:16]([CH2:20][C:21]3[CH:26]=[CH:25][C:24]([NH:27][S:31]([CH3:30])(=[O:33])=[O:32])=[CH:23][CH:22]=3)=[N:17][C:18](=[O:19])[C:13]2=[C:12]([CH2:28][CH3:29])[NH:11]1. Procedure details: To a stirred solution of 45 mg (0.1 mmol) of 1-(2,4,6-trichlorophenyl)-3-ethyl-6-(4-aminobenzyl)pyrazolo[3,4-d]pyrimidin-4-one in 2 mL of ether-CH2Cl2 was added 0.5 mL of pyridine followed by 0.020 mL (0.26 mmol) of methanesulfonyl chloride. The solution was stirred 39 h at ambient temperature and poured into 1 N aq. HCl. The mixture was extracted with EtOAc, then hexanes. The combined organic extracts were washed with water then brine, dried (MgSO4), and concentrated under reduced pressure to a... The reactants are N1CCCCC1 (piperidine), C1(CCC(CC1)=O)=O (1,4-cyclohexanedione). Solvent: C(C)O (ethanol), C(C)O (ethanol). Product: OC1=CC=C(C=C1)N1CCCCC1 (1-(4-hydroxyphenyl)piperidine). Yield: 53.7%. As a reaction SMILES: [NH:1]1[CH2:6][CH2:5][CH2:4][CH2:3][CH2:2]1.[C:7]1(=O)[CH2:12][CH2:11][C:10](=[O:13])[CH2:9][CH2:8]1>C(O)C>[OH:13][C:10]1[CH:11]=[CH:12][C:7]([N:1]2[CH2:6][CH2:5][CH2:4][CH2:3][CH2:2]2)=[CH:8][CH:9]=1. Reported procedure: 0.85 g of piperidine and 2.24 g of 1,4-cyclohexanedione were heated with stirring in 15 ml of ethanol at 50 to 60° C. and reacted in air for 8 hours. During the reaction, ethanol was added as needed. After the completion of the reaction, the reaction mixture was concentrated under reduced pressure and the resultant was separated by silica gel column chromatography (n-hexane:ethyl acetate=2:1) and 0.95 g of 1-(4-hydroxyphenyl)piperidine was obtained (yield 53.7%). The reactants are C(C)(=O)[O-].C(C)(=O)[O-].C(C)(=O)[O-].C(C)(=O)[O-].[Pb+4] (Lead tetraacetate), ClC=1C=C(C2=C(CCO2)C1CCCNC(=O)C1CC1)F (cyclopropanecarboxylic acid [3-(5-chloro-7-fluoro-2,3-dihydro-benzofuran-4-yl)-propyl]-amide). Run in C(C)(=O)O (acetic acid). Conditions: time 18 hour. The product is ClC=1C=C(C2=C(C=CO2)C1CCCNC(=O)C1CC1)F (Cyclopropanecarboxylic acid [3-(5-chloro-7-fluoro-benzofuran-4-yl)-propyl]-amide). Isolated yield 10.1%. As a reaction SMILES: C([O-])(=O)C.C([O-])(=O)C.C([O-])(=O)C.C([O-])(=O)C.[Pb+4].[Cl:18][C:19]1[CH:20]=[C:21]([F:37])[C:22]2[O:26][CH2:25][CH2:24][C:23]=2[C:27]=1[CH2:28][CH2:29][CH2:30][NH:31][C:32]([CH:34]1[CH2:36][CH2:35]1)=[O:33]>C(O)(=O)C>[Cl:18][C:19]1[CH:20]=[C:21]([F:37])[C:22]2[O:26][CH:25]=[CH:24][C:23]=2[C:27]=1[CH2:28][CH2:29][CH2:30][NH:31][C:32]([CH:34]1[CH2:36][CH2:35]1)=[O:33] |f:0.1.2.3.4|. Procedure details: Lead tetraacetate (313 mg) was added to a solution of cyclopropanecarboxylic acid [3-(5-chloro-7-fluoro-2,3-dihydro-benzofuran-4-yl)-propyl]-amide (0.2 g) in glacial acetic acid (5 ml) and the mixture stirred at room temperature for 18 h. The solvent was evaporated and the resdue purified by preparitive HPLC to give the title compound as a colourless solid (20 mg).